Dataset: the Open Reaction Database (ORD), a public repository of structured organic reaction records. Task: describe an organic reaction: reactants, conditions, products, and yield The reactants are C(=O)(O)[C@H](CCC1CCCCC1)N[C@H]1COC2=C(N(C1=O)CC(=O)OC(C)(C)C)C=CC=C2 (tert-butyl 3(S)-[1(S)-carboxy-3-cyclohexylpropyl]amino-4-oxo-2,3,4,5-tetrahydro-1,5-benzoxazepine-5-acetate), C(C1=CC=CC=C1)Br (benzyl bromide), C([O-])(O)=O.[Na+] (sodium bicarbonate), [I-].[K+] (potassium iodide). Solvent: O (water), CN(C=O)C (N,N-dimethylformamide). Conditions: time 6 hour. The product is C(C1=CC=CC=C1)OC(=O)[C@H](CCC1CCCCC1)N[C@H]1COC2=C(N(C1=O)CC(=O)OC(C)(C)C)C=CC=C2 (tert-butyl 3(S)-[1(S)-benzyloxycarbonyl-3-cyclohexylpropyl]amino-4-oxo-2,3,4,5-tetrahydro-1,5-benzoxazepine-5-acetate). The yield is 83.6%. As a reaction SMILES: [C:1]([C@@H:4]([NH:13][C@@H:14]1[C:20](=[O:21])[N:19]([CH2:22][C:23]([O:25][C:26]([CH3:29])([CH3:28])[CH3:27])=[O:24])[C:18]2[CH:30]=[CH:31][CH:32]=[CH:33][C:17]=2[O:16][CH2:15]1)[CH2:5][CH2:6][CH:7]1[CH2:12][CH2:11][CH2:10][CH2:9][CH2:8]1)([OH:3])=[O:2].[CH2:34](Br)[C:35]1[CH:40]=[CH:39][CH:38]=[CH:37][CH:36]=1.C(=O)(O)[O-].[Na+].[I-].[K+]>CN(C)C=O.O>[CH2:34]([O:2][C:1]([C@@H:4]([NH:13][C@@H:14]1[C:20](=[O:21])[N:19]([CH2:22][C:23]([O:25][C:26]([CH3:27])([CH3:28])[CH3:29])=[O:24])[C:18]2[CH:30]=[CH:31][CH:32]=[CH:33][C:17]=2[O:16][CH2:15]1)[CH2:5][CH2:6][CH:7]1[CH2:12][CH2:11][CH2:10][CH2:9][CH2:8]1)=[O:3])[C:35]1[CH:40]=[CH:39][CH:38]=[CH:37][CH:36]=1 |f:2.3,4.5|. Reported procedure: In 10 ml of N,N-dimethylformamide is dissolved 0.25 g of tert-butyl 3(S)-[1(S)-carboxy-3-cyclohexylpropyl]amino-4-oxo-2,3,4,5-tetrahydro-1,5-benzoxazepine-5-acetate obtained in Example 50, and benzyl bromide (0.14 g), sodium bicarbonate (0.7 g) and potassium iodide (0.05 g) are added to the solution. The reaction solution is stirred at room temperature for 6 hours and diluted with water (100 ml) and extracted with ethyl acetate. The extract is washed successively with 1N hydrochloric acid and wa... The reactants are FC(C=1C=C(C(=O)F)C=CC1)(F)F (3-trifluoromethylbenzoyl fluoride), [OH-].[Na+] (sodium hydroxide), ClC=1C=CC=C(C1C(=O)O)N (6-chloroanthranilic acid). Reagents/catalysts: [Cl-].C(C)[N+](CC1=CC=CC=C1)(CC)CC (triethylbenzylammonium chloride). Run in C1(=CC=CC=C1)C (toluene). Reaction conditions: time 90 minute. Yields the product ClC1=CC=CC2=C1C(OC(=N2)C2=CC(=CC=C2)C(F)(F)F)=O (5-chloro-2-(m-trifluoromethylphenyl)-4H-3,1-benzoxazin-4-one). Isolated yield 92.2%. As a reaction SMILES: [F:1][C:2]([F:13])([F:12])[C:3]1[CH:4]=[C:5]([CH:9]=[CH:10][CH:11]=1)[C:6](F)=[O:7].[OH-].[Na+].[Cl:16][C:17]1[CH:18]=[CH:19][CH:20]=[C:21]([NH2:26])[C:22]=1[C:23](O)=[O:24]>[Cl-].C([N+](CC)(CC)CC1C=CC=CC=1)C.C1(C)C=CC=CC=1>[Cl:16][C:17]1[C:22]2[C:23](=[O:24])[O:7][C:6]([C:5]3[CH:9]=[CH:10][CH:11]=[C:3]([C:2]([F:13])([F:12])[F:1])[CH:4]=3)=[N:26][C:21]=2[CH:20]=[CH:19][CH:18]=1 |f:1.2,4.5|. Procedure details: 48 g of 3-trifluoromethylbenzoyl fluoride and 20 g of 50% strength aqueous sodium hydroxide solution are added simultaneously via 2 feed apparatuses in the course of 25 minutes at from 25° to 36° C. to a stirred mixture of 42.9 g of 6-chloroanthranilic acid and 0.45 g of triethylbenzylammonium chloride and 700 g of toluene. Stirring is continued for 90 minutes at 27° C., after which the water is separated off at from 87° to 104° C. After the addition of 32.7 g of thionyl chloride in the course o... Starting materials: C(\C=C/CC)O (Cis-2-pentene-1-ol), [H-].[Na+] (NaH), ClC(C#N)(Cl)Cl (trichloroacetonitrile), C=1(C(=CC=CC1)C)C (xylene). Product: ClC(C(=O)NCC(CC)=C)(Cl)Cl (2,2,2-trichloro-N-(2-methylenebutyl)acetamide). As a reaction SMILES: C([OH:6])/C=C\CC.[H-].[Na+].[Cl:9][C:10]([Cl:14])([Cl:13])[C:11]#[N:12].[C:15]1([CH3:22])[C:16](C)=[CH:17]C=C[CH:20]=1>>[Cl:9][C:10]([Cl:14])([Cl:13])[C:11]([NH:12][CH2:22][C:15](=[CH2:20])[CH2:16][CH3:17])=[O:6] |f:1.2|. Procedure: Cis-2-pentene-1-ol was treated with NaH and trichloroacetonitrile followed by work up and treatment in refluxing xylene by the method of EXAMPLE 208 to produce the material. Reactants: C(C1=CC=CC=C1)OC1=C(C=C(C=O)C=C1)[N+](=O)[O-] (4-(Benzyloxy)-3-nitrobenzaldehyde), C(C)OCC(=O)OCC (ethyl ethoxyacetate), CC(C)([O-])C.[K+] (Potassium tert-butoxide), C(C)(=O)O (acetic acid), C1(=CC=C(C=C1)S(=O)(=O)O)C (p-toluenesulfonic acid). The solvent is C(Cl)Cl (methylene chloride), O1CCCC1 (tetrahydrofuran), O1CCCC1 (tetrahydrofuran), C1(=CC=CC=C1)C (toluene). Run at temperature -20 celsius, time 8 hour. Yields the product crude material, C(C1=CC=CC=C1)OC1=C(C=C(C=C1)\C=C(\C(=O)OCC)/OCC)[N+](=O)[O-] (ethyl (2Z)-3-[4-(benzyloxy)-3-nitrophenyl]-2-ethoxyacrylate). Isolated yield 15.9%. RXN SMILES: [CH2:1]([O:8][C:9]1[CH:16]=[CH:15][C:12]([CH:13]=O)=[CH:11][C:10]=1[N+:17]([O-:19])=[O:18])[C:2]1[CH:7]=[CH:6][CH:5]=[CH:4][CH:3]=1.[CH2:20]([O:22][CH2:23][C:24]([O:26][CH2:27][CH3:28])=[O:25])[CH3:21].CC(C)([O-])C.[K+].C(O)(=O)C.C1(C)C=CC(S(O)(=O)=O)=CC=1>O1CCCC1.C1(C)C=CC=CC=1.C(Cl)Cl>[CH2:1]([O:8][C:9]1[CH:16]=[CH:15][C:12](/[CH:13]=[C:23](\[O:22][CH2:20][CH3:21])/[C:24]([O:26][CH2:27][CH3:28])=[O:25])=[CH:11][C:10]=1[N+:17]([O-:19])=[O:18])[C:2]1[CH:7]=[CH:6][CH:5]=[CH:4][CH:3]=1 |f:2.3|. Reported procedure: 4-(Benzyloxy)-3-nitrobenzaldehyde (4.12 g; 14.4 mmole) and ethyl ethoxyacetate (2.29 g; 17.3 mmole) were dissolved in dry tetrahydrofuran (20 ml) and cooled to −20° C. Potassium tert-butoxide (1.94 g; 17.3 mmole) dissolved in dry tetrahydrofuran (10 ml) was slowly added and the reaction was stirred overnight at −20° C. The reaction was quenched with acetic acid (1.3 g; 21.7 mmole). The crude product was isolated, redissolved in toluene and refluxed over night with p-toluenesulfonic acid (0.25 g;... Reactants: ClC1=CC(=CC=2[C@@H]3[C@@H](NC(C12)=O)CN(C3)C(=O)OC(C)(C)C)CCC ((3aR,9bS)-tert-butyl 6-chloro-5-oxo-8-propyl-3,3a,4,5-tetrahydro-1H-pyrrolo[3,4-c]isoquinoline-2(9bH)-carboxylate), BrC1=CC(=C(C(=O)N(CC)CC)C=C1)Cl (4-Bromo-2-chloro-N,N-diethylbenzamide). Yields the product ClC1=CC(=CC=2[C@@H]3[C@@H](N(C(C12)=O)C)CN(C3)C(=O)OC(C)(C)C)CCC ((3aR,9bS)-tert-Butyl 6-chloro-4-methyl-5-oxo-8-propyl-3,3a,4,5-tetrahydro-1H-pyrrolo[3,4-c]isoquinoline-2(9bH)-carboxylate). As a reaction SMILES: [Cl:1][C:2]1[C:11]2[C:10](=[O:12])[NH:9][C@H:8]3[CH2:13][N:14]([C:16]([O:18][C:19]([CH3:22])([CH3:21])[CH3:20])=[O:17])[CH2:15][C@@H:7]3[C:6]=2[CH:5]=[C:4]([CH2:23][CH2:24][CH3:25])[CH:3]=1.Br[C:27]1C=CC(C(N(CC)CC)=O)=C(Cl)C=1>>[Cl:1][C:2]1[C:11]2[C:10](=[O:12])[N:9]([CH3:27])[C@H:8]3[CH2:13][N:14]([C:16]([O:18][C:19]([CH3:20])([CH3:22])[CH3:21])=[O:17])[CH2:15][C@@H:7]3[C:6]=2[CH:5]=[C:4]([CH2:23][CH2:24][CH3:25])[CH:3]=1. Procedure details: Following the procedure described in Example 15, Part A, (3aR,9bS)-tert-butyl 6-chloro-5-oxo-8-propyl-3,3a,4,5-tetrahydro-1H-pyrrolo[3,4-c]isoquinoline-2(9bH)-carboxylate, the first eluting compound from Example 23, Part J, was converted into the title compound. LRMS (ESI): 379.17/381.15 (M+H)+. The reactants are [Na+].[SH-] (sodium mercaptide), SCCO (2-mercaptoethanol), ClCCCCl (1,3-dichloropropane), SCCO (2-mercaptoethanol), C[O-].[Na+] (sodium methoxide), CO (methanol). The product is OCCSCCCSCCO (1,3-Bis(2-hydroxyethylthio)propane). The yield is 95.0%. RXN SMILES: [Na+].[SH-:2].[SH:3][CH2:4][CH2:5][OH:6].[CH3:7][O-:8].[Na+].Cl[CH2:11][CH2:12][CH2:13]Cl.[CH3:15]O>>[OH:6][CH2:5][CH2:4][S:3][CH2:11][CH2:12][CH2:13][S:2][CH2:15][CH2:7][OH:8] |f:0.1,3.4|. Procedure: The sodium mercaptide of 2-mercaptoethanol was made by reacting 1 mole each of sodium methoxide and 2-mercaptoethanol in dry methanol under a nitrogen atmosphere. To this solution, 0.5 mole of 1,3-dichloropropane was added and the mixture was refluxed for 1 hour and filtered. The methanol filtrate was evaporated on a flash evaporator and traces of 2-mercaptoethanol were distilled off at high vacuum at room temperature. The yellow, oily residue was extracted with acetone, the solution filtered, a...